From a dataset of the Open Reaction Database (ORD), a public repository of structured organic reaction records. describe an organic reaction: reactants, conditions, products, and yield Starting materials: Cl.OC(CNCCC1=CC=C(OCC(=O)OC)C=C1)COC1=CC=CC=C1 (Methyl 4-[2-(2-hydroxy-3-phenoxypropylamino)ethyl]-phenoxyacetate hydrochloride). Run in Cl (hydrochloric acid). Product: Cl.OC(CNCCC1=CC=C(OCC(=O)O)C=C1)COC1=CC=CC=C1 (4-[2-(2-hydroxy-3-phenoxypropylamino)-ethyl]phenoxyacetic acid hydrochloride). Isolated yield 70.5%. As a reaction SMILES: [ClH:1].[OH:2][CH:3]([CH2:20][O:21][C:22]1[CH:27]=[CH:26][CH:25]=[CH:24][CH:23]=1)[CH2:4][NH:5][CH2:6][CH2:7][C:8]1[CH:19]=[CH:18][C:11]([O:12][CH2:13][C:14]([O:16]C)=[O:15])=[CH:10][CH:9]=1>Cl>[ClH:1].[OH:2][CH:3]([CH2:20][O:21][C:22]1[CH:27]=[CH:26][CH:25]=[CH:24][CH:23]=1)[CH2:4][NH:5][CH2:6][CH2:7][C:8]1[CH:19]=[CH:18][C:11]([O:12][CH2:13][C:14]([OH:16])=[O:15])=[CH:10][CH:9]=1 |f:0.1,3.4|. Procedure details: Methyl 4-[2-(2-hydroxy-3-phenoxypropylamino)ethyl]-phenoxyacetate hydrochloride (3.0 g) was suspended in 2N hydrochloric acid (150 ml) and heated on the steam bath for 2 hours. A clear solution was produced, from which the product crystallised on cooling. The crystals were filtered off, washed with a small volume of 2N hydrochloric acid followed by ether, and dried over phosphorus pentoxide. Thus was obtained 4-[2-(2-hydroxy-3-phenoxypropylamino)-ethyl]phenoxyacetic acid hydrochloride (2.04 g) m... The reactants are Cl.Cl.Cl.CN1CC(NCC1)CN1CCCC1 (1-methyl-3-(pyrrolidin-1-ylmethyl)-piperazine trihydrochloride), O=C1CC(C2=CC=CC=C12)C(=O)Cl (3-oxoindan-1-carbonyl chloride). The solvent is C(C)N(CC)CC (triethylamine). The product is Cl.Cl.CN1CC(N(CC1)C(=O)C1CC(C2=CC=CC=C12)=O)CN1CCCC1 (4-methyl-1-(3-oxoindan-1-carbonyl)-2-(pyrrolidin-1-ylmethyl)piperazine dihydrochloride). The yield is 31.9%. As a reaction SMILES: [ClH:1].Cl.Cl.[CH3:4][N:5]1[CH2:10][CH2:9][NH:8][CH:7]([CH2:11][N:12]2[CH2:16][CH2:15][CH2:14][CH2:13]2)[CH2:6]1.[O:17]=[C:18]1[C:26]2[C:21](=[CH:22][CH:23]=[CH:24][CH:25]=2)[CH:20]([C:27]([Cl:29])=[O:28])[CH2:19]1>C(N(CC)CC)C>[ClH:29].[ClH:1].[CH3:4][N:5]1[CH2:10][CH2:9][N:8]([C:27]([CH:20]2[C:21]3[C:26](=[CH:25][CH:24]=[CH:23][CH:22]=3)[C:18](=[O:17])[CH2:19]2)=[O:28])[CH:7]([CH2:11][N:12]2[CH2:16][CH2:15][CH2:14][CH2:13]2)[CH2:6]1 |f:0.1.2.3,6.7.8|. Procedure: The procedure described in Example 24 was repeated, but using 3.21 g of 1-methyl-3-(pyrrolidin-1-ylmethyl)-piperazine trihydrochloride, 6.9 ml of triethylamine and 4.5 g of 3-oxoindan-1-carbonyl chloride, to afford 1.45 g of the title compound, melting at 252°-255° C. (dec.). Reactants: O1CCNCC2=C1C=CC=C2 (2,3,4,5-tetrahydro-benzo[f][1,4]oxazepine), S(=O)(=O)(Cl)Cl (sulfuryl chloride), C(C)N(C(C)C)C(C)C (ethyl diisopropyl amine), COC1=CC=C2CCN(CC2=C1)S(=O)(=O)Cl (7-Methoxy-3.4-dihydro-1H-isoquinoline-2-sulfonyl chloride). Product: O1CCN(CC2=C1C=CC=C2)S(=O)(=O)Cl (2.3-Dihydro-5H-benzo[f][1,4]oxazepine-4-sulfonyl chloride). As a reaction SMILES: [O:1]1[C:7]2[CH:8]=[CH:9][CH:10]=[CH:11][C:6]=2[CH2:5][NH:4][CH2:3][CH2:2]1.[S:12](Cl)([Cl:15])(=[O:14])=[O:13].C(N(C(C)C)C(C)C)C.COC1C=C2C(CCN(S(Cl)(=O)=O)C2)=CC=1>>[O:1]1[C:7]2[CH:8]=[CH:9][CH:10]=[CH:11][C:6]=2[CH2:5][N:4]([S:12]([Cl:15])(=[O:14])=[O:13])[CH2:3][CH2:2]1. Procedure details: This compound was prepared from 1.5 g of 2,3,4,5-tetrahydro-benzo[f][1,4]oxazepine, 0.81 mL of sulfuryl chloride and 1.8 mL of ethyl diisopropyl amine using the procedure described for 63f. Yield: 0.3 g (oil), EI-MS: 247 (M+). Starting materials: O([K])[Si](C)(C)C (KOSiMe3), C(C)OC(C1=CC=C(C=C1)I)=O (ethyl-4-iodobenzoate). The reagents and catalysts are C=1C=CC(=CC1)/C=C/C(=O)/C=C/C2=CC=CC=C2.C=1C=CC(=CC1)/C=C/C(=O)/C=C/C2=CC=CC=C2.[Pd] (Pd(dba)2). Reaction conditions: time 15 minute. Product: C(C)OC(C1=CC=C(C=C1)\C=C\CCCCC)=O (Ethyl-(E)-4-(1-heptenyl)benzoate). RXN SMILES: O([Si](C)(C)C)[K].[CH2:7]([O:9][C:10](=[O:18])[C:11]1[CH:16]=[CH:15][C:14](I)=[CH:13][CH:12]=1)[CH3:8]>C1C=CC(/C=C/C(/C=C/C2C=CC=CC=2)=O)=CC=1.C1C=CC(/C=C/C(/C=C/C2C=CC=CC=2)=O)=CC=1.[Pd]>[CH2:7]([O:9][C:10](=[O:18])[C:11]1[CH:16]=[CH:15][C:14](/[CH:10]=[CH:11]/[CH2:12][CH2:13][CH2:14][CH2:15][CH3:16])=[CH:13][CH:12]=1)[CH3:8] |f:2.3.4|. Procedure: Following General Procedure II, a mixture of KOSiMe3 (570 mg, 4.0 mmol, 2.0 equiv), (E)-21 (379 mg, 2.2 mmol, 1.1 equiv), ethyl-4-iodobenzoate (2.0 mmol) and Pd(dba)2 (58 mg, 0.1 mmol, 0.05 equiv) was stirred at room temperature for 15 min, and then was filtered through SiO2. Purification by column chromatography (SiO2, Hexane/Ethyl Acetate, 50/1) and Kugelrohr distillation afforded 413 mg (84%) of (E)-154f as colorless oil. Reactants: Cl (Hydrochloric acid), C(O)([O-])=O.[Na+] (sodium hydrogen carbonate), OC=1C=C(C=C2C(OC(OC2=O)(C)C)=O)C=CC1OC (5-(3-hydroxy-4-methoxybenzylidene)-2,2-dimethyl-1,3-dioxane-4,6-dione), solution, C1(CC1)[Mg]Br (cyclopropylmagnesium bromide). Solvent: C1CCOC1 (THF), C1CCOC1 (THF). Reaction conditions: time 1 hour. Product: C1(CC1)C(C1C(OC(OC1=O)(C)C)=O)C1=CC(=C(C=C1)OC)O (5-(cyclopropyl(3-hydroxy-4-methoxyphenyl)methyl)-2,2-dimethyl-1,3-dioxane-4,6-dione). RXN SMILES: [OH:1][C:2]1[CH:3]=[C:4]([CH:16]=[CH:17][C:18]=1[O:19][CH3:20])[CH:5]=[C:6]1[C:11](=[O:12])[O:10][C:9]([CH3:14])([CH3:13])[O:8][C:7]1=[O:15].[CH:21]1([Mg]Br)[CH2:23][CH2:22]1.Cl.C(=O)([O-])O.[Na+]>C1COCC1>[CH:21]1([CH:5]([C:4]2[CH:16]=[CH:17][C:18]([O:19][CH3:20])=[C:2]([OH:1])[CH:3]=2)[CH:6]2[C:11](=[O:12])[O:10][C:9]([CH3:13])([CH3:14])[O:8][C:7]2=[O:15])[CH2:23][CH2:22]1 |f:3.4|. Reported procedure: To a solution of 5-(3-hydroxy-4-methoxybenzylidene)-2,2-dimethyl-1,3-dioxane-4,6-dione (556 mg) in THF (10 mL) was added a 1.0 M solution of cyclopropylmagnesium bromide in THF (6.0 mL) at 0° C., and the mixture was stirred for 1 hr. 3N Hydrochloric acid (10 mL) was added to the reaction mixture, and the mixture was stirred for 15 min. The reaction mixture was neutralized with saturated aqueous sodium hydrogen carbonate solution, and the mixture was extracted with ethyl acetate. The extract was ... Reactants: C(C=C)OC1=CC=NC2=CC=C(C=C12)OC (4-allyloxy-6-methoxy-quinoline), C1(=CC=CC=C1)OC1=CC=CC=C1 (diphenyl oxide). Run in petroleum ether. Product: C(C=C)C=1C=NC2=CC=C(C=C2C1O)OC (3-allyl-6-methoxy-quinolin-4-ol). The yield is 32.0%. Reaction SMILES: C([O:4][C:5]1[C:14]2[C:9](=[CH:10][CH:11]=[C:12]([O:15][CH3:16])[CH:13]=2)[N:8]=[CH:7][CH:6]=1)C=C.[C:17]1(OC2C=CC=CC=2)[CH:22]=CC=C[CH:18]=1>>[CH2:22]([C:6]1[CH:7]=[N:8][C:9]2[C:14]([C:5]=1[OH:4])=[CH:13][C:12]([O:15][CH3:16])=[CH:11][CH:10]=2)[CH:17]=[CH2:18]. Reported procedure: A solution of 4-allyloxy-6-methoxy-quinoline (4.0 g, 18.6 mmol, 1.0 eq) in diphenyl oxide (80 mL) is heated at 180° C. for 1 hour. The reaction mixture is then cooled down to room temperature before the addition of petroleum ether (100 mL). The resulting suspension is filtered to afford 3-allyl-6-methoxy-quinolin-4-ol as a light grey solid (1.3 g, 32% yield). The reactants are C=CC#N, ClCCl, Cn1nnc(-c2ccc3c(c2)c(C2=CCNCC2)cn3-c2ccc(F)cc2)n1. The product is Cn1nnc(-c2ccc3c(c2)c(C2=CCN(CCC#N)CC2)cn3-c2ccc(F)cc2)n1. As a reaction SMILES: [C:29]([CH:30]=[CH2:31])#[N:32].[Cl:33][CH2:34][Cl:35].[F:1][c:2]1[cH:3][cH:4][c:5](-[n:8]2[cH:9][c:10]([C:23]3=[CH:28][CH2:27][NH:26][CH2:25][CH2:24]3)[c:11]3[cH:12][c:13](-[c:17]4[n:18][n:19][n:20]([CH3:22])[n:21]4)[cH:14][cH:15][c:16]23)[cH:6][cH:7]1>>[F:1][c:2]1[cH:3][cH:4][c:5](-[n:8]2[cH:9][c:10]([C:23]3=[CH:28][CH2:27][N:26]([CH2:31][CH2:30][C:29]#[N:32])[CH2:25][CH2:24]3)[c:11]3[cH:12][c:13](-[c:17]4[n:18][n:19][n:20]([CH3:22])[n:21]4)[cH:14][cH:15][c:16]23)[cH:6][cH:7]1. Reactants: ClC1=CC=C(CN2C(=C(C3=CC(=CC=C23)O)C)CC(C(=O)OC)(C)C)C=C1 (methyl 3-[1-(4-chlorobenzyl)-3-methyl-5-hydroxyindol-2-yl]-2,2-dimethylpropanoate), C1(=CC=CC=C1)C=1C=CC(=NC1)CBr (5-phenyl-2-picolyl bromide), C(=O)([O-])[O-].[K+].[K+] (K2CO3), C(=O)([O-])[O-].[Cs+].[Cs+] (Cs2CO3). The solvent is CN(C)C=O (DMF). The product is ClC1=CC=C(CN2C(=C(C3=CC(=CC=C23)OCC2=NC=C(C=C2)C2=CC=CC=C2)C)CC(C(=O)OC)(C)C)C=C1 (Methyl 3-[1-(4-Chlorobenzyl)-3-methyl-5-(5-phenylpyridin-2-ylmethoxy)indol-2-yl]-2,2-dimethylpropanoate). Reaction SMILES: [Cl:1][C:2]1[CH:27]=[CH:26][C:5]([CH2:6][N:7]2[C:15]3[C:10](=[CH:11][C:12]([OH:16])=[CH:13][CH:14]=3)[C:9]([CH3:17])=[C:8]2[CH2:18][C:19]([CH3:25])([CH3:24])[C:20]([O:22][CH3:23])=[O:21])=[CH:4][CH:3]=1.[C:28]1([C:34]2[CH:35]=[CH:36][C:37]([CH2:40]Br)=[N:38][CH:39]=2)[CH:33]=[CH:32][CH:31]=[CH:30][CH:29]=1.C([O-])([O-])=O.[K+].[K+].C([O-])([O-])=O.[Cs+].[Cs+]>CN(C=O)C>[Cl:1][C:2]1[CH:27]=[CH:26][C:5]([CH2:6][N:7]2[C:15]3[C:10](=[CH:11][C:12]([O:16][CH2:40][C:37]4[CH:36]=[CH:35][C:34]([C:28]5[CH:29]=[CH:30][CH:31]=[CH:32][CH:33]=5)=[CH:39][N:38]=4)=[CH:13][CH:14]=3)[C:9]([CH3:17])=[C:8]2[CH2:18][C:19]([CH3:24])([CH3:25])[C:20]([O:22][CH3:23])=[O:21])=[CH:4][CH:3]=1 |f:2.3.4,5.6.7|. Procedure details: A solution of methyl 3-[1-(4-chlorobenzyl)-3-methyl-5-hydroxyindol-2-yl]-2,2-dimethylpropanoate (180 mg) (Preparation 1), 5-phenyl-2-picolyl bromide (138 mg), K2CO3 (84 mg) and Cs2CO3 (30 mg) in DMF (5 mL) wase stirred at r.t. under nitrogen for 48 hours. The mixture was poured onto 1N HCL, extracted 2× EtOAc, washed 2× brine, dried (MgSO4), and evaporated to dryness. The residue was purified by column chromatography (hexane/EtOAc 5:1 then 1:1) to give the title compound.